From a dataset of the Open Reaction Database (ORD), a public repository of structured organic reaction records. describe an organic reaction: reactants, conditions, products, and yield Reactants: SCCC(=O)O (3-mercaptopropionic acid), [OH-].[Na+] (sodium hydroxide), N1=C(C=CC=C1)SCl (2-pyridine sulfenyl chloride), O (water). Solvent: C(Cl)Cl (methylene chloride), C(Cl)Cl (methylene chloride). Product: N1=C(C=CC=C1)SSCCC(=O)O (3-(Pyrid-2-Yldisulphanyl)-Propionic Acid). Reaction SMILES: [N:1]1[CH:6]=[CH:5][CH:4]=[CH:3][C:2]=1[S:7]Cl.[SH:9][CH2:10][CH2:11][C:12]([OH:14])=[O:13].O.[OH-].[Na+]>C(Cl)Cl>[N:1]1[CH:6]=[CH:5][CH:4]=[CH:3][C:2]=1[S:7][S:9][CH2:10][CH2:11][C:12]([OH:14])=[O:13] |f:3.4|. Reported procedure: 2.4 g of 2-pyridine sulfenyl chloride are dissolved in 40 ml of methylene chloride, and a solution of 1.75 g of 3-mercaptopropionic acid in 10 ml of methylene chloride is added slowly, whilst stirring and cooling with an ice bath. When the addition is complete, the mixture is stirred at ambient temperature for 15 hours. 50 ml of water are added and the pH is brought to 4.5 by adding 1 N sodium hydroxide solution. The organic phase is separated off and dried over sodium sulphate and the solvent i...